Dataset: the Open Reaction Database (ORD), a public repository of structured organic reaction records. Task: describe an organic reaction: reactants, conditions, products, and yield Starting materials: C[Mg]Br (methylmagnesium bromide), solution, N1=CC(=CC=C1)CCCC=O (4-pyridin-3-yl-butyraldehyde). The solvent is O1CCCC1 (tetrahydrofuran). Reaction conditions: time 30 minute. Product: N1=CC(=CC=C1)CCCC(C)O (5-pyridin-3-yl-pentan-2-ol). As a reaction SMILES: [CH3:1][Mg]Br.[N:4]1[CH:9]=[CH:8][CH:7]=[C:6]([CH2:10][CH2:11][CH2:12][CH:13]=[O:14])[CH:5]=1>O1CCCC1>[N:4]1[CH:9]=[CH:8][CH:7]=[C:6]([CH2:10][CH2:11][CH2:12][CH:13]([OH:14])[CH3:1])[CH:5]=1. Reported procedure: To a solution of methylmagnesium bromide (0.75 mL of a 3M solution (diethyl ether) in 3.5 mL dry tetrahydrofuran) at 0° C. was added a solution of 4-pyridin-3-yl-butyraldehyde (133 mg in 1 mL tetrahydrofuran) and the mixture at low temperature. After 30 minutes, the reaction was quenched by the addition of saturated ammonium chloride and extracted with ethyl acetate. The organic portion was washed with saturated sodium bicarbonate, dried over sodium sulfate and concentrated in vacuo. Purificatio... Starting materials: C(#N)C1=CC=CC(=N1)CCC(=O)OC(C)(C)C (tert-Butyl 3-(6-cyano-2-pyridyl)propanoate), FC=1C=C(C(C(=O)O)=CC1)S (4-fluorothiosalicylic acid). Run in N1=CC=CC=C1 (pyridine). Product: FC1=CC2=C(C(N=C(S2)C2=CC=CC(=N2)CCC(=O)OC(C)(C)C)=O)C=C1 (tert-Butyl 3-[6-(7-fluoro-4-oxo-4H-1,3-benzothiazin-2-yl)-2-pyridyl]propanoate). Yield: 54.1%. RXN SMILES: [C:1]([C:3]1[N:8]=[C:7]([CH2:9][CH2:10][C:11]([O:13][C:14]([CH3:17])([CH3:16])[CH3:15])=[O:12])[CH:6]=[CH:5][CH:4]=1)#[N:2].[F:18][C:19]1[CH:20]=[C:21]([SH:28])[C:22](=[CH:26][CH:27]=1)[C:23](O)=[O:24]>N1C=CC=CC=1>[F:18][C:19]1[CH:27]=[CH:26][C:22]2[C:23](=[O:24])[N:2]=[C:1]([C:3]3[N:8]=[C:7]([CH2:9][CH2:10][C:11]([O:13][C:14]([CH3:17])([CH3:16])[CH3:15])=[O:12])[CH:6]=[CH:5][CH:4]=3)[S:28][C:21]=2[CH:20]=1. Procedure details: tert-Butyl 3-(6-cyano-2-pyridyl)propanoate (1.5 g, 6.5 mmol) and 4-fluorothiosalicylic acid (1.7 g, 9.7 mmol) were dissolved in pyridine (10 ml), and the mixture was refluxed for 15 hrs. The solvent was evaporated, and the residue was subjected to a silica gel column chromatography. The fractions eluted with hexane-ethyl acetate (3:1, v/v) were collected, concentrated and recrystallized from hexane-ethyl acetate to give the titled compound (1.36 g, 54%) as white crystals. Starting materials: ClC1=NC(=C(C(=C1C#N)C1=CC=C(C=C1)OCCO)C#N)OCC (2-chloro-6-ethoxy-4-[4-(2-hydroxyethoxy)phenyl]pyridine-3,5-dicarbonitrile), [S-2].[Na+].[Na+] (sodium sulphide). Run in CN(C)C=O (DMF). Conditions: time 8 hour. Yields the product C(C)OC1=NC(=C(C(=C1C#N)C1=CC=C(C=C1)OCCO)C#N)S (2-Ethoxy-4-[4-(2-hydroxyethoxy)phenyl]-6-sulphanylpyridine-3,5-dicarbonitrile). As a reaction SMILES: Cl[C:2]1[C:7]([C:8]#[N:9])=[C:6]([C:10]2[CH:15]=[CH:14][C:13]([O:16][CH2:17][CH2:18][OH:19])=[CH:12][CH:11]=2)[C:5]([C:20]#[N:21])=[C:4]([O:22][CH2:23][CH3:24])[N:3]=1.[S-2:25].[Na+].[Na+]>CN(C=O)C>[CH2:23]([O:22][C:4]1[C:5]([C:20]#[N:21])=[C:6]([C:10]2[CH:15]=[CH:14][C:13]([O:16][CH2:17][CH2:18][OH:19])=[CH:12][CH:11]=2)[C:7]([C:8]#[N:9])=[C:2]([SH:25])[N:3]=1)[CH3:24] |f:1.2.3|. Procedure: 1 g (2.909 mmol) of 2-chloro-6-ethoxy-4-[4-(2-hydroxyethoxy)phenyl]pyridine-3,5-dicarbonitrile is initially charged in 7.5 ml of DMF, 454 mg (5.818 mmol) of sodium sulphide are added and the mixture is stirred at room temperature overnight. The mixture is concentrated, the residue is triturated with acetonitrile and the solid is filtered off and dried under high vacuum. This gives 230 mg (24% of theory) of the target compound. Starting materials: NCCCCCCN1CCC(CC1)C=1C=C(C=CC1)NC(C(C)C)=O (N-{3-[1-(6-aminohexyl)-4-piperidinyl]phenyl}-2-methylpropanamide), O(C1=CC=CC=C1)C1=C(C(=O)Cl)C=CC=N1 (2-phenoxynicotinoyl chloride). Solvent: C1CCOC1 (THF). The product is C(C(C)C)(=O)NC=1C=C(C=CC1)C1CCN(CC1)CCCCCCNC(C1=C(N=CC=C1)OC1=CC=CC=C1)=O (N-(6-{4-[3-(ISOBUTYRYLAMINO)PHENYL]-1-PIPERIDINYL}HEXYL)-2-PHENOXYNICOTINAMIDE). As a reaction SMILES: [NH2:1][CH2:2][CH2:3][CH2:4][CH2:5][CH2:6][CH2:7][N:8]1[CH2:13][CH2:12][CH:11]([C:14]2[CH:15]=[C:16]([NH:20][C:21](=[O:25])[CH:22]([CH3:24])[CH3:23])[CH:17]=[CH:18][CH:19]=2)[CH2:10][CH2:9]1.[O:26]([C:33]1[N:41]=[CH:40][CH:39]=[CH:38][C:34]=1[C:35](Cl)=[O:36])[C:27]1[CH:32]=[CH:31][CH:30]=[CH:29][CH:28]=1>C1COCC1>[C:21]([NH:20][C:16]1[CH:15]=[C:14]([CH:11]2[CH2:12][CH2:13][N:8]([CH2:7][CH2:6][CH2:5][CH2:4][CH2:3][CH2:2][NH:1][C:35](=[O:36])[C:34]3[CH:38]=[CH:39][CH:40]=[N:41][C:33]=3[O:26][C:27]3[CH:28]=[CH:29][CH:30]=[CH:31][CH:32]=3)[CH2:9][CH2:10]2)[CH:19]=[CH:18][CH:17]=1)(=[O:25])[CH:22]([CH3:23])[CH3:24]. Procedure details: Prepared by Procedure Q1 (THF) and Scheme AT using N-{3-[1-(6-aminohexyl)-4-piperidinyl]phenyl}-2-methylpropanamide and 2-phenoxynicotinoyl chloride: ESMS m/e: 543.3 (M+H)+. Starting materials: C(C1=CC=CC=C1)(C1=CC=CC=C1)N1CC(C1)(C#N)N(C)C (1-benzhydryl-3-dimethylaminoazetidine-3-carbonitrile), OS(=O)(=O)O (H2SO4). The solvent is C(Cl)Cl (methylene chloride). Conditions: time 8 hour. The product is C(C1=CC=CC=C1)(C1=CC=CC=C1)N1CC(C1)(C(=O)N)N(C)C (1-Benzhydryl-3-dimethylaminoazetidine-3-carboxylic Acid Amide). Reaction SMILES: [CH:1]([N:14]1[CH2:17][C:16]([N:20]([CH3:22])[CH3:21])([C:18]#[N:19])[CH2:15]1)([C:8]1[CH:13]=[CH:12][CH:11]=[CH:10][CH:9]=1)[C:2]1[CH:7]=[CH:6][CH:5]=[CH:4][CH:3]=1.[OH:23]S(O)(=O)=O>C(Cl)Cl>[CH:1]([N:14]1[CH2:17][C:16]([N:20]([CH3:22])[CH3:21])([C:18]([NH2:19])=[O:23])[CH2:15]1)([C:8]1[CH:13]=[CH:12][CH:11]=[CH:10][CH:9]=1)[C:2]1[CH:3]=[CH:4][CH:5]=[CH:6][CH:7]=1. Procedure: A vigorously stirred solution of 1-benzhydryl-3-dimethylaminoazetidine-3-carbonitrile (I-3A-3a; 1.55 g, 5.32 mmol) in methylene chloride (30 ml) cooled in an ice bath was treated with H2SO4 (3.0 ml, 54 mmol), dropwise. After warming to room temperature and stirring overnight, the reaction was cooled in an ice bath and then carefully quenched with concentrated aqueous NH4OH to pH 11. The mixture was extracted with methylene chloride. The combined organic layers were dried (Na2SO4) and then concen... As a reaction SMILES: [CH2:8]([CH2:9][CH2:10][CH2:11][CH2:12][CH2:13][CH3:14])[SH:15].[CH3:1][c:2]1[o:3][cH:4][cH:5][c:6]1[SH:7].[CH3:23][CH2:24][O:25][CH2:26][CH3:27].[I:22].[Na+:16].[Na+:17].[O-:18][C:19](=[O:20])[O-:21].[OH2:28]>>[CH3:1][c:2]1[o:3][cH:4][cH:5][c:6]1[S:7][S:15][CH2:8][CH2:9][CH2:10][CH2:11][CH2:12][CH2:13][CH3:14]. Yields the product CCCCCCCSSc1ccoc1C. Starting materials: CCCCCCCS, Cc1occc1S, CCOCC, I, [Na+], [Na+], O=C([O-])[O-], O. The reactants are C(C)OCC (Diethyl ether), C(C)(=O)OCC (ethyl acetate), Cl (hydrogen chloride), COC=1C=C(C=C(C1OCCC)OC)C1=CC=C(C(=O)N2CCN(CC2)CCCN2CCN(CC2)C(C2=CC=C(C=C2)C2=CC(=C(C(=C2)OC)OCCC)OC)=O)C=C1 (1,3-bis[4-[4-(3,5-dimethoxy-4-propoxyphenyl) benzoyl]-1-piperazinyl]propane). The solvent is CO (methanol). Run at temperature 40 celsius. Yields the product Cl.Cl.COC=1C=C(C=C(C1OCCC)OC)C1=CC=C(C(=O)N2CCN(CC2)CCCN2CCN(CC2)C(C2=CC=C(C=C2)C2=CC(=C(C(=C2)OC)OCCC)OC)=O)C=C1 (1,3-bis[4-[4-(3,5-dimethoxy-4-propoxyphenyl) benzoyl)-1-piperazinyl]propane dihydrochloride). The yield is 86.0%. As a reaction SMILES: [CH3:1][O:2][C:3]1[CH:4]=[C:5]([C:15]2[CH:59]=[CH:58][C:18]([C:19]([N:21]3[CH2:26][CH2:25][N:24]([CH2:27][CH2:28][CH2:29][N:30]4[CH2:35][CH2:34][N:33]([C:36](=[O:57])[C:37]5[CH:42]=[CH:41][C:40]([C:43]6[CH:48]=[C:47]([O:49][CH3:50])[C:46]([O:51][CH2:52][CH2:53][CH3:54])=[C:45]([O:55][CH3:56])[CH:44]=6)=[CH:39][CH:38]=5)[CH2:32][CH2:31]4)[CH2:23][CH2:22]3)=[O:20])=[CH:17][CH:16]=2)[CH:6]=[C:7]([O:13][CH3:14])[C:8]=1[O:9][CH2:10][CH2:11][CH3:12].C(OCC)(=O)C.[ClH:66].C(OCC)C>CO>[ClH:66].[ClH:66].[CH3:50][O:49][C:47]1[CH:48]=[C:43]([C:40]2[CH:39]=[CH:38][C:37]([C:36]([N:33]3[CH2:34][CH2:35][N:30]([CH2:29][CH2:28][CH2:27][N:24]4[CH2:25][CH2:26][N:21]([C:19](=[O:20])[C:18]5[CH:58]=[CH:59][C:15]([C:5]6[CH:4]=[C:3]([O:2][CH3:1])[C:8]([O:9][CH2:10][CH2:11][CH3:12])=[C:7]([O:13][CH3:14])[CH:6]=6)=[CH:16][CH:17]=5)[CH2:22][CH2:23]4)[CH2:31][CH2:32]3)=[O:57])=[CH:42][CH:41]=2)[CH:44]=[C:45]([O:55][CH3:56])[C:46]=1[O:51][CH2:52][CH2:53][CH3:54] |f:5.6.7|. Procedure: To a solution of 4.2 g (5.19 mmol) of 1,3-bis[4-[4-(3,5-dimethoxy-4-propoxyphenyl) benzoyl]-1-piperazinyl]propane in methanol (30 mL) stirred in an ice bath, was added 3.2 mL (13 mmol) of a 4.0 mol/L ethyl acetate solution of hydrogen chloride, and the mixture was concentrated under reduced pressure. Methanol (50 mL) was added and the mixture was concentrated under reduced pressure again. A suspension of the residue in methanol-chloroform (10:1, 44 mL) was stirred at 40° C. to give a homogeneous...